From a dataset of the Open Reaction Database (ORD), a public repository of structured organic reaction records. describe an organic reaction: reactants, conditions, products, and yield Reactants: OO (hydrogen peroxide), O (Water), ClC=1C=C(C=NC1C1CC1)OC1=C(C=C(C#N)C=C1)C=1C(=NC=CC1)OC (4-(5-chloro-6-cyclopropylpyridin-3-yloxy)-3-(2-methoxypyridin-3-yl)benzonitrile), C([O-])([O-])=O.[K+].[K+] (potassium carbonate), aqueous solution. Solvent: CS(=O)C (dimethyl sulfoxide). Conditions: time 1 hour. Yields the product ClC=1C=C(C=NC1C1CC1)OC1=C(C=C(C(=O)N)C=C1)C=1C(=NC=CC1)OC (4-(5-chloro-6-cyclopropyl pyridin-3-yloxy)-3-(2-methoxypyridin-3-yl)benzamide). Yield: 105.0%. RXN SMILES: [Cl:1][C:2]1[CH:3]=[C:4]([O:11][C:12]2[CH:19]=[CH:18][C:15]([C:16]#[N:17])=[CH:14][C:13]=2[C:20]2[C:21]([O:26][CH3:27])=[N:22][CH:23]=[CH:24][CH:25]=2)[CH:5]=[N:6][C:7]=1[CH:8]1[CH2:10][CH2:9]1.C(=O)([O-])[O-:29].[K+].[K+].OO.O>CS(C)=O>[Cl:1][C:2]1[CH:3]=[C:4]([O:11][C:12]2[CH:19]=[CH:18][C:15]([C:16]([NH2:17])=[O:29])=[CH:14][C:13]=2[C:20]2[C:21]([O:26][CH3:27])=[N:22][CH:23]=[CH:24][CH:25]=2)[CH:5]=[N:6][C:7]=1[CH:8]1[CH2:10][CH2:9]1 |f:1.2.3|. Procedure: To a solution of 4-(5-chloro-6-cyclopropylpyridin-3-yloxy)-3-(2-methoxypyridin-3-yl)benzonitrile (Preparation 39, 478 mg, 1.27 mmol) in dimethyl sulfoxide (5 mL) was added potassium carbonate (1.05 g, 7.62 mmol) followed by a 30% aqueous solution of hydrogen peroxide (650 μL, 6.35 mmol). The reaction was stirred 1 hour at room temperature. Water (50 mL) was added and the solution was extracted by ethyl acetate (3×20 mL). The organic layers were combined, dried over magnesium sulfate, filtered an... RXN SMILES: [C:1]1([C@@H:7]([N:9]2[C:13]3[CH2:14][O:15][C:16](=[O:17])[C:12]=3[NH:11][C:10]2=[O:18])[CH3:8])[CH:6]=[CH:5][CH:4]=[CH:3][CH:2]=1>C(O)(=O)C.[Pd]>[C:1]1([C@@H:7]([N:9]2[C@H:13]3[CH2:14][O:15][C:16](=[O:17])[C@H:12]3[NH:11][C:10]2=[O:18])[CH3:8])[CH:6]=[CH:5][CH:4]=[CH:3][CH:2]=1. The reactants are C1(=CC=CC=C1)[C@H](C)N1C(NC2=C1COC2=O)=O (1-[(S)-(1-phenylethyl)]-1H-furo[3,4-d]imidazol-2,4(3H,6H)-dione). The solvent is C(C)(=O)O (acetic acid). The yield is 53.6%. Reaction conditions: time 15 hour. Reagents/catalysts: [Pd] (palladium on activated carbon). Yields the product C1(=CC=CC=C1)[C@H](C)N1C(N[C@H]2[C@@H]1COC2=O)=O ((3aS,6aR)-1-[(S)-(1-phenylethyl)]-dihydro-1H-furo[3,4-d]imidazol-2,4(3H,3aH)-dione). Reported procedure: A solution of 3.7 g (15.16 mmol) of 1-[(S)-(1-phenylethyl)]-1H-furo[3,4-d]imidazol-2,4(3H,6H)-dione in 100 ml of acetic acid is placed in a 250-ml autoclave and 0.4 g of palladium on activated carbon (5 percent) was added. Then the autoclave was flushed twice successively with hydrogen and filled to 50 bars. This mixture was stirred for 15 hours at room temperature. The catalyst was then filtered off. The solvent was evaporated at 20 mbars and the residue was chromatographed over silica gel with... Starting materials: CC#N, [O-][Cl+][O-], O=Cc1ccc([N+](=O)[O-])s1, [Na+], [Na+], [Na+], [Na+], O, OO, O=P([O-])(O)O, O=S([O-])([O-])=S. The product is O=C(O)c1ccc([N+](=O)[O-])s1. RXN SMILES: [CH3:28][C:29]#[N:30].[Cl+:17]([O-:18])[O-:19].[N+:1](=[O:2])([O-:3])[c:4]1[cH:5][cH:6][c:7]([CH:9]=[O:10])[s:8]1.[Na+:16].[Na+:20].[Na+:26].[Na+:27].[OH2:31].[OH:32][OH:33].[P:11](=[O:12])([O-:13])([OH:14])[OH:15].[S:21]([O-:22])([O-:23])(=[O:24])=[S:25]>>[N+:1](=[O:2])([O-:3])[c:4]1[cH:5][cH:6][c:7]([C:9](=[O:10])[OH:12])[s:8]1. Reactants: FC(C(C(C(C(C(C(F)(F)F)(F)F)(F)F)(F)F)(F)F)(F)F)(F)F (perfluoro-n-heptane). The solvent is CCCCCCC (n-heptane). Yields the product C1(=CC=CC=C1)C.FC(C(C(C(C(C(C(F)(F)F)(F)F)(F)F)(F)F)(F)F)(F)F)(F)F (toluene perfluoro-n-heptane). Reaction SMILES: [F:1][C:2]([F:23])([F:22])[C:3]([F:21])([F:20])[C:4]([F:19])([F:18])[C:5]([F:17])([F:16])[C:6]([F:15])([F:14])[C:7]([F:13])([F:12])[C:8]([F:11])([F:10])[F:9]>CCCCCCC>[C:7]1([CH3:8])[CH:6]=[CH:5][CH:4]=[CH:3][CH:2]=1.[F:1][C:2]([F:22])([F:23])[C:3]([F:20])([F:21])[C:4]([F:18])([F:19])[C:5]([F:16])([F:17])[C:6]([F:15])([F:14])[C:7]([F:13])([F:12])[C:8]([F:11])([F:10])[F:9] |f:2.3|. Procedure details: According to the process of my invention, pure perfluoro-n-heptane can be isolated from the cell product effluent stream from the electrochemical fluorination of n-heptane by use of a novel toluene/perfluoro-n-heptane constant boiling mixture. The reactants are CCOC(=O)C=C(c1cccc(C#N)c1)n1ccc2cc(OCCc3ccc4c(n3)N(C(=O)OC(C)(C)C)CCC4)ccc21, [CH2]C. The product is CCOC(=O)CC(c1cccc(C#N)c1)n1ccc2cc(OCCc3ccc4c(n3)N(C(=O)OC(C)(C)C)CCC4)ccc21. RXN SMILES: [C:1]([CH3:2])([CH3:3])([CH3:4])[O:5][C:6](=[O:7])[N:8]1[CH2:9][CH2:10][CH2:11][c:12]2[cH:13][cH:14][c:15]([CH2:18][CH2:19][O:20][c:21]3[cH:22][c:23]4[cH:24][cH:25][n:26]([C:30](=[CH:31][C:32](=[O:33])[O:34][CH2:35][CH3:36])[c:37]5[cH:38][c:39]([C:43]#[N:44])[cH:40][cH:41][cH:42]5)[c:27]4[cH:28][cH:29]3)[n:16][c:17]21.[CH2:45][CH3:46]>>[C:1]([CH3:2])([CH3:3])([CH3:4])[O:5][C:6](=[O:7])[N:8]1[CH2:9][CH2:10][CH2:11][c:12]2[cH:13][cH:14][c:15]([CH2:18][CH2:19][O:20][c:21]3[cH:22][c:23]4[cH:24][cH:25][n:26]([CH:30]([CH2:31][C:32](=[O:33])[O:34][CH2:35][CH3:36])[c:37]5[cH:38][c:39]([C:43]#[N:44])[cH:40][cH:41][cH:42]5)[c:27]4[cH:28][cH:29]3)[n:16][c:17]21.